Task: describe an organic reaction: reactants, conditions, products, and yield. Dataset: the Open Reaction Database (ORD), a public repository of structured organic reaction records The reactants are ClCCl, CCNCCNCC, CO, O=C=NCCCl, [K+], [OH-]. The product is CCNCCN(CC)C1=NCCO1. Reaction SMILES: [CH2:9]([Cl:10])[Cl:11].[CH3:1][CH2:2][NH:3][CH2:4][CH2:5][NH:6][CH2:7][CH3:8].[CH3:20][OH:21].[Cl:12][CH2:13][CH2:14][N:15]=[C:16]=[O:17].[K+:19].[OH-:18]>>[CH3:1][CH2:2][NH:3][CH2:4][CH2:5][N:6]([CH2:7][CH3:8])[C:16]1=[N:15][CH2:14][CH2:13][O:17]1.